Dataset: the Open Reaction Database (ORD), a public repository of structured organic reaction records. Task: describe an organic reaction: reactants, conditions, products, and yield Reactants: ClC1=CC=C(CC2NCCC3=CC(=C(C=C23)OC)OC)C=C1 (1-(4-Chloro-benzyl)-6,7-dimethoxy-1,2,3,4-tetrahydroisoquinoline), BrCC(=O)Br (2-bromoacetyl bromide), N[C@H]1[C@H](CC2=CC=CC=C12)O ((1R,2S)-1-amino-2-indanol). The product is ClC1=CC=C(CC2N(CCC3=CC(=C(C=C23)OC)OC)CC(=O)N[C@H]2[C@H](CC3=CC=CC=C23)O)C=C1 (2-[1-(4-Chloro-benzyl)-6,7-dimethoxy-3,4-dihydro-1H-isoquinolin-2-yl]-N-[(1R,2S)-2-hydroxy-indan-1-yl]-acetamide). As a reaction SMILES: [Cl:1][C:2]1[CH:22]=[CH:21][C:5]([CH2:6][CH:7]2[C:16]3[C:11](=[CH:12][C:13]([O:19][CH3:20])=[C:14]([O:17][CH3:18])[CH:15]=3)[CH2:10][CH2:9][NH:8]2)=[CH:4][CH:3]=1.Br[CH2:24][C:25](Br)=[O:26].[NH2:28][C@@H:29]1[C:37]2[C:32](=[CH:33][CH:34]=[CH:35][CH:36]=2)[CH2:31][C@@H:30]1[OH:38]>>[Cl:1][C:2]1[CH:3]=[CH:4][C:5]([CH2:6][CH:7]2[C:16]3[C:11](=[CH:12][C:13]([O:19][CH3:20])=[C:14]([O:17][CH3:18])[CH:15]=3)[CH2:10][CH2:9][N:8]2[CH2:24][C:25]([NH:28][C@@H:29]2[C:37]3[C:32](=[CH:33][CH:34]=[CH:35][CH:36]=3)[CH2:31][C@@H:30]2[OH:38])=[O:26])=[CH:21][CH:22]=1. Procedure details: prepared by reaction of 1-(4-Chloro-benzyl)-6,7-dimethoxy-1,2,3,4-tetrahydroisoquinoline and 2-bromoacetyl bromide with (1R,2S)-1-amino-2-indanol RXN SMILES: [F:1][CH:2]([F:8])[C:3]([O:5]CC)=O.C[O-].[Na+].[F:12][C:13]([F:24])([F:23])[C:14]1[CH:19]=[CH:18][C:17]([C:20](=[O:22])[CH3:21])=[CH:16][CH:15]=1.Cl>CCOCC.C1COCC1>[F:8][CH:2]([F:1])[C:3](=[O:5])[CH2:21][C:20]([C:17]1[CH:18]=[CH:19][C:14]([C:13]([F:12])([F:23])[F:24])=[CH:15][CH:16]=1)=[O:22] |f:1.2|. Reported procedure: Ethyl difluoroacetate (2.78 g, 22.4 mmol) was placed in a 100 mL round bottom flask and dissolved in ether (10 mL). To the stirred solution was added 25 weight % sodium methoxide (6.02 g, 27.8 mmol) followed by 4'-(trifluoromethyl)acetophenone (3.80 g, 20.2 mmol) and THF (20 mL). The reaction was stirred air room temperature overnight (15.6 hours), then treated with 3N HCl (20 mL). The organic layer was collected and washed with brine, dried over MgSO4, concentrated in vacuo to give a brown oil ... Solvent: CCOCC (ether), C1CCOC1 (THF). Reaction conditions: time 15.6 hour. Product: FC(C(CC(=O)C1=CC=C(C=C1)C(F)(F)F)=O)F (4,4-difluoro-1-[4-(trifluoromethyl)phenyl]-butane-1,3-dione). Reactants: FC(C(=O)OCC)F (Ethyl difluoroacetate), Cl (HCl), C[O-].[Na+] (sodium methoxide), FC(C1=CC=C(C=C1)C(C)=O)(F)F (4'-(trifluoromethyl)acetophenone). Yield: 90.8%. Procedure details: The title compound 73 is prepared according to the procedure reported in step D of Example 8 with aldehyde 76 (121 mg, 0.47 mmol) and enamine 45 (138 mg, 0.56 mmol) as reactants. Purification by column chromatography on SiO2 (Petroleum Ether/EtOAc=2:1) afford the title compound 74 as a yellow oil. (Yield 67.5 mg, 32%). As a reaction SMILES: [CH3:1][O:2][C:3]1[CH:4]=[C:5]2[C:10](=[CH:11][CH:12]=1)[C:9](=[O:13])[CH:8]([CH2:14][CH2:15]/[CH:16]=[CH:17]/[CH:18]=O)[CH2:7][CH2:6]2.[Cl:20][C:21]1[CH:26]=[CH:25][CH:24]=[CH:23][C:22]=1[CH2:27][NH:28][CH:29]=[CH:30][C:31](=[O:33])[CH3:32]>>[C:31]([C:30]1[CH:16]([CH2:15][CH2:14][CH:8]2[CH2:7][CH2:6][C:5]3[C:10](=[CH:11][CH:12]=[C:3]([O:2][CH3:1])[CH:4]=3)[C:9]2=[O:13])[CH:17]=[CH:18][N:28]([CH2:27][C:22]2[CH:23]=[CH:24][CH:25]=[CH:26][C:21]=2[Cl:20])[CH:29]=1)(=[O:33])[CH3:32]. Yields the product title compound 73, C(C)(=O)C1=CN(C=CC1CCC1C(C2=CC=C(C=C2CC1)OC)=O)CC1=C(C=CC=C1)Cl (2-[2-[3-acetyl-1-[(2-chlorophenyl)methyl]-4H-pyridin-4-yl]ethyl]-6-methoxy-tetralin-1-one). Reactants: COC=1C=C2CCC(C(C2=CC1)=O)CC/C=C/C=O ((E)-5-(6-methoxy-1-oxo-tetralin-2-yl)pent-2-enal), ClC1=C(C=CC=C1)CNC=CC(C)=O (4-[(2-chlorophenyl)methylamino]but-3-en-2-one). The reactants are COC(=O)Cc1ccccc1OCc1cncc(OCc2nc(-c3ccccc3)oc2C)c1, CO, Cl, [Na+], C1CCOC1, [OH-], O. Yields the product Cc1oc(-c2ccccc2)nc1COc1cncc(COc2ccccc2CC(=O)O)c1. Reaction SMILES: [CH3:1][c:2]1[c:3]([CH2:13][O:14][c:15]2[cH:16][c:17]([CH2:21][O:22][c:23]3[c:24]([CH2:29][C:30](=[O:31])[O:32][CH3:33])[cH:25][cH:26][cH:27][cH:28]3)[cH:18][n:19][cH:20]2)[n:4][c:5](-[c:7]2[cH:8][cH:9][cH:10][cH:11][cH:12]2)[o:6]1.[CH3:43][OH:44].[ClH:41].[Na+:40].[O:34]1[CH2:35][CH2:36][CH2:37][CH2:38]1.[OH-:39].[OH2:42]>>[CH3:1][c:2]1[c:3]([CH2:13][O:14][c:15]2[cH:16][c:17]([CH2:21][O:22][c:23]3[c:24]([CH2:29][C:30](=[O:31])[OH:32])[cH:25][cH:26][cH:27][cH:28]3)[cH:18][n:19][cH:20]2)[n:4][c:5](-[c:7]2[cH:8][cH:9][cH:10][cH:11][cH:12]2)[o:6]1. Starting materials: O (water), aqueous solution, CN (methylamine), ClC=1C(N(N=CC1Cl)C1CC(CC(C1)(C)C)(C)C)=O (4,5-Dichloro-2-(3,3,5,5-tetramethylcyclohexyl)pyridazin-3-one). Solvent: CS(=O)C (DMSO). Conditions: temperature 100 celsius. Yields the product ClC=1C(N(N=CC1NC)C1CC(CC(C1)(C)C)(C)C)=O (4-Chloro-5-methylamino-2-(3,3,5,5-tetramethylcyclohexyl)pyridazin-3-one). Isolated yield 34.1%. RXN SMILES: [Cl:1][C:2]1[C:3](=[O:19])[N:4]([CH:9]2[CH2:14][C:13]([CH3:16])([CH3:15])[CH2:12][C:11]([CH3:18])([CH3:17])[CH2:10]2)[N:5]=[CH:6][C:7]=1Cl.[CH3:20][NH2:21].O>CS(C)=O>[Cl:1][C:2]1[C:3](=[O:19])[N:4]([CH:9]2[CH2:14][C:13]([CH3:16])([CH3:15])[CH2:12][C:11]([CH3:18])([CH3:17])[CH2:10]2)[N:5]=[CH:6][C:7]=1[NH:21][CH3:20]. Reported procedure: 4,5-Dichloro-2-(3,3,5,5-tetramethylcyclohexyl)pyridazin-3-one (0.3 g, 1.475 mmoles) was dissolved in DMSO (20 mL) and a 40% aqueous solution of methylamine (0.6 mL, 1.7 mmoles) was added with stirring. Heated at 100° C. overnight. Allowed to cool and then poured into water. A solid precipitated out and was filtered off. Purified using a silica cartridge eluted with ethyl acetate:isohexane (3:7) to give the product as a cream solid (150 mg). 1H NMR (300 MHz CDCl3) 7.65 (s, 1H), 5.35 (m, 1H), 4.7 ... Reactants: COC(=O)c1ccc(OB([O-])[O-])cc1, CN(Cc1ccc(NC(=O)C2=Cc3cc(Br)ccc3S(=O)(=O)CC2)cc1)C1CCOCC1, O=C([O-])[O-], CCO, [K+], [K+], O, Cc1ccccc1. The product is COC(=O)c1ccc(-c2ccc3c(c2)C=C(C(=O)Nc2ccc(CN(C)C4CCOCC4)cc2)CCS3(=O)=O)cc1. RXN SMILES: [B:33]([O-:34])([O-:45])[O:46][c:35]1[cH:36][cH:37][c:38]([C:41](=[O:42])[O:43][CH3:44])[cH:39][cH:40]1.[Br:1][c:2]1[cH:3][cH:4][c:5]2[c:6]([cH:32]1)[CH:7]=[C:8]([C:14](=[O:15])[NH:16][c:17]1[cH:18][cH:19][c:20]([CH2:23][N:24]([CH:25]3[CH2:26][CH2:27][O:28][CH2:29][CH2:30]3)[CH3:31])[cH:21][cH:22]1)[CH2:9][CH2:10][S:11]2(=[O:12])=[O:13].[C:47](=[O:48])([O-:49])[O-:50].[CH2:54]([OH:55])[CH3:56].[K+:51].[K+:52].[OH2:53].[c:57]1([CH3:58])[cH:59][cH:60][cH:61][cH:62][cH:63]1>>[c:2]1(-[c:35]2[cH:36][cH:37][c:38]([C:41](=[O:42])[O:43][CH3:44])[cH:39][cH:40]2)[cH:3][cH:4][c:5]2[c:6]([cH:32]1)[CH:7]=[C:8]([C:14](=[O:15])[NH:16][c:17]1[cH:18][cH:19][c:20]([CH2:23][N:24]([CH:25]3[CH2:26][CH2:27][O:28][CH2:29][CH2:30]3)[CH3:31])[cH:21][cH:22]1)[CH2:9][CH2:10][S:11]2(=[O:12])=[O:13].